describe an organic reaction: reactants, conditions, products, and yield From a dataset of the Open Reaction Database (ORD), a public repository of structured organic reaction records. The reactants are O=C([O-])[O-], CC#N, N#Cc1cccc(C(NCC(O)CCl)c2ccc(Cl)cc2)c1, [Cs+], [Cs+]. Yields the product N#Cc1cccc(C(c2ccc(Cl)cc2)N2CC(O)C2)c1. As a reaction SMILES: [C:23](=[O:24])([O-:25])[O-:26].[CH3:29][C:30]#[N:31].[Cl:1][CH2:2][CH:3]([CH2:4][NH:5][CH:6]([c:7]1[cH:8][c:9]([C:10]#[N:11])[cH:12][cH:13][cH:14]1)[c:15]1[cH:16][cH:17][c:18]([Cl:21])[cH:19][cH:20]1)[OH:22].[Cs+:27].[Cs+:28]>>[CH2:2]1[CH:3]([OH:22])[CH2:4][N:5]1[CH:6]([c:7]1[cH:8][c:9]([C:10]#[N:11])[cH:12][cH:13][cH:14]1)[c:15]1[cH:16][cH:17][c:18]([Cl:21])[cH:19][cH:20]1. The reactants are N1=CC=NC2=CC=CC=C12 (quinoxaline), O1C=NC2=C1C=CC=C2 (benzoxazole), S1C=NC2=C1C=CC=C2 (benzothiazole). The product is N1=CC=CC2=CC=CC=C12 (quinoline). Procedure details: quinoxaline; benzoxazole; or benzothiazole. Reaction SMILES: N1[C:10]2[C:5](=[CH:6][CH:7]=[CH:8][CH:9]=2)[N:4]=[CH:3][CH:2]=1.O1C2C=CC=CC=2N=[CH:12]1.S1C2C=CC=CC=2N=C1>>[N:4]1[C:5]2[C:10](=[CH:9][CH:8]=[CH:7][CH:6]=2)[CH:12]=[CH:2][CH:3]=1. Product: C=C1CC2CC(C1=O)C2(C)C. Reaction SMILES: [CH3:11][Si:12]([N-:13][Si:14]([CH3:15])([CH3:16])[CH3:17])([CH3:18])[CH3:19].[CH3:1][C:2]1([CH3:10])[CH:3]2[CH2:4][CH2:5][C:6](=[O:9])[CH:7]1[CH2:8]2.[Li+:20].[O:21]1[CH2:22][CH2:23][CH2:24][CH2:25]1>>[CH3:1][C:2]1([CH3:10])[CH:3]2[CH2:4][C:5](=[CH2:11])[C:6](=[O:9])[CH:7]1[CH2:8]2. The reactants are C[Si](C)(C)[N-][Si](C)(C)C, CC1(C)C2CCC(=O)C1C2, [Li+], C1CCOC1.